Dataset: the Open Reaction Database (ORD), a public repository of structured organic reaction records. Task: describe an organic reaction: reactants, conditions, products, and yield The product is OCCCCC=1C=C2C=C(C(OC2=C(C1)CCCCO)=O)C1=CC=C(C=C1)OC (6,8-Bis-(4-hydroxy-butyl)-3-(4-methoxy-phenyl)-chromen-2-one). RXN SMILES: [OH:1][CH2:2][CH2:3][C:4]#[C:5][C:6]1[CH:7]=[C:8]2[C:13](=[C:14]([C:16]#[C:17][CH2:18][CH2:19][OH:20])[CH:15]=1)[O:12][C:11](=[O:21])[C:10]([C:22]1[CH:27]=[CH:26][C:25]([O:28][CH3:29])=[CH:24][CH:23]=1)=[CH:9]2>C1COCC1>[OH:1][CH2:2][CH2:3][CH2:4][CH2:5][C:6]1[CH:7]=[C:8]2[C:13](=[C:14]([CH2:16][CH2:17][CH2:18][CH2:19][OH:20])[CH:15]=1)[O:12][C:11](=[O:21])[C:10]([C:22]1[CH:27]=[CH:26][C:25]([O:28][CH3:29])=[CH:24][CH:23]=1)=[CH:9]2. The reactants are OCCC#CC=1C=C2C=C(C(OC2=C(C1)C#CCCO)=O)C1=CC=C(C=C1)OC (6,8-Bis-(4-hydroxy-but-1-ynyl)-3-(4-methoxy-phenyl)-chromen-2-one). Solvent: C1CCOC1 (THF). Reported procedure: 6,8-Bis-(4-hydroxy-but-1-ynyl)-3-(4-methoxy-phenyl)-chromen-2-one is hydrogenated in THF on Pd/activated charcoal until the reaction is completed. The catalyst is filtered off, the solvent removed in vacuo and the crude product is filtered through silica gel with THF/toluene (3:2) and recrystallized from toluene. 6,8-Bis-(4-hydroxy-butyl)-3-(4-methoxy-phenyl)-chromen-2-one is obtained as a colourless solid. Reactants: C(C)(C)C=1N=C(SC1)C1=NC2=C(C(=CC=C2C(=C1)OC1CC2C(NCCCCC=CC3CC3(N(C(C2C1)=O)C)C(=O)O)=O)OC)C (17-[2-(4-isopropylthiazole-2-yl)-7-methoxy-8-methylquinolin-4-yloxy]-3-methyl-2,14-dioxo-3,13-diazatricyclo[13.3.0.04,6]octadec-7-ene-4-carboxylic acid), C(=O)(N1C=NC=C1)N1C=NC=C1 (carbonyldiimidazole), C1(CC1)S(=O)(=O)N (cyclopropylsulfonamide), C1CCC2=NCCCN2CC1 (DBU). The solvent is C1CCOC1 (THF). The product is C(C)(C)C=1N=C(SC1)C1=NC2=C(C(=CC=C2C(=C1)OC1CC2C(N(CCCCC=CC3CC3(NC(C2C1)=O)C(=O)NS(=O)(=O)C1CC1)C)=O)OC)C (N-[17-[2-(4-isopropylthiazole-2-yl)-7-methoxy-8-methylquinolin-4-yloxy]-13-methyl-2,14-dioxo-3,13-diazatricyclo[13.3.0.04,6]octadec-7-ene-4-carbonyl](cyclopropyl)sulfonamide). Yield: 48.3%. RXN SMILES: [CH:1]([C:4]1[N:5]=[C:6]([C:9]2[CH:18]=[C:17]([O:19][CH:20]3[CH2:37][CH:36]4[CH:22]([C:23](=[O:43])[NH:24][CH2:25][CH2:26][CH2:27][CH2:28][CH:29]=[CH:30][CH:31]5[C:33]([C:40](O)=[O:41])([N:34](C)[C:35]4=[O:38])[CH2:32]5)[CH2:21]3)[C:16]3[C:11](=[C:12]([CH3:46])[C:13]([O:44][CH3:45])=[CH:14][CH:15]=3)[N:10]=2)[S:7][CH:8]=1)([CH3:3])[CH3:2].[C:47](N1C=CN=C1)(N1C=CN=C1)=O.[CH:59]1([S:62]([NH2:65])(=[O:64])=[O:63])[CH2:61][CH2:60]1.C1CCN2C(=NCCC2)CC1>C1COCC1>[CH:1]([C:4]1[N:5]=[C:6]([C:9]2[CH:18]=[C:17]([O:19][CH:20]3[CH2:37][CH:36]4[CH:22]([C:23](=[O:43])[N:24]([CH3:47])[CH2:25][CH2:26][CH2:27][CH2:28][CH:29]=[CH:30][CH:31]5[C:33]([C:40]([NH:65][S:62]([CH:59]6[CH2:61][CH2:60]6)(=[O:64])=[O:63])=[O:41])([NH:34][C:35]4=[O:38])[CH2:32]5)[CH2:21]3)[C:16]3[C:11](=[C:12]([CH3:46])[C:13]([O:44][CH3:45])=[CH:14][CH:15]=3)[N:10]=2)[S:7][CH:8]=1)([CH3:3])[CH3:2]. Procedure details: A solution of 17-[2-(4-isopropylthiazole-2-yl)-7-methoxy-8-methylquinolin-4-yloxy]-13-methyl-2,14-dioxo-3,13-diazatricyclo[13.3.0.04,6]octadec-7-ene-4-carboxylic acid 46 (560 mg, 0.867 mmol) prepared according to Example 4, and carbonyldiimidazole (308 mg, 1.90 mmol) in dry THF (10 mL) was stirred at reflux under nitrogen for 2 h. The reaction mixture was cooled to room temperature and cyclopropylsulfonamide (400 mg, 3.301 mmol) and DBU (286 mg, 1.881 mmol) were added. This solution was heated a... The reactants are C(C)N1CCC(CC1)C1=CC=C(C=C1)[N+](=O)[O-] (1-ethyl-4-(4-nitro-phenyl)-piperidine). Reagents/catalysts: [Pd] (palladium on carbon). Run in CCO (EtOH). Run at time 3 hour. The product is C(C)N1CCC(CC1)C1=CC=C(C=C1)N (4-(1-Ethyl-piperidin-4-yl)-phenylamine). Reaction SMILES: [CH2:1]([N:3]1[CH2:8][CH2:7][CH:6]([C:9]2[CH:14]=[CH:13][C:12]([N+:15]([O-])=O)=[CH:11][CH:10]=2)[CH2:5][CH2:4]1)[CH3:2]>[Pd].CCO>[CH2:1]([N:3]1[CH2:8][CH2:7][CH:6]([C:9]2[CH:10]=[CH:11][C:12]([NH2:15])=[CH:13][CH:14]=2)[CH2:5][CH2:4]1)[CH3:2]. Procedure: A suspension of 1-ethyl-4-(4-nitro-phenyl)-piperidine (0.8 g, 4.92 mmol) and 10% palladium on carbon (0.1 g) in EtOH (10 mL) is stirred for 3 h at RT, under a hydrogen atmosphere. The reaction mixture is filtered through a pad of celite and concentrated. The residue is purified by silica gel column chromatography (DCM/MeOH+1% NH3aq, 95:5) to provide the title compound. ESI-MS: 205.1 [MH]+; TLC: Rf=0.29 (DCM/MeOH+1% NH3aq, 95:5). The reactants are Oc1cccc(Br)c1, O=C([O-])[O-], CN(C)CCCl, Cl, [Cs+], [Cs+], CN(C)C=O, O. Product: CN(C)CCOc1cccc(Br)c1. Reaction SMILES: [Br:1][c:2]1[cH:3][c:4]([OH:8])[cH:5][cH:6][cH:7]1.[C:16](=[O:17])([O-:18])[O-:19].[Cl:10][CH2:11][CH2:12][N:13]([CH3:14])[CH3:15].[ClH:9].[Cs+:20].[Cs+:21].[O:23]=[CH:24][N:25]([CH3:26])[CH3:27].[OH2:22]>>[Br:1][c:2]1[cH:3][c:4]([O:8][CH2:11][CH2:12][N:13]([CH3:14])[CH3:15])[cH:5][cH:6][cH:7]1. Reactants: CCC(CC)(c1ccc(CCC(O)C(C)(C)C)c(C)c1)c1ccc(-c2ccc(C(O)C(=O)OC)cc2)c(C)c1, CO, Cl, [Na+], [OH-]. Product: CCC(CC)(c1ccc(CCC(O)C(C)(C)C)c(C)c1)c1ccc(-c2ccc(C(O)C(=O)O)cc2)c(C)c1. RXN SMILES: [CH3:3][O:4][C:5]([CH:6]([OH:7])[c:8]1[cH:9][cH:10][c:11](-[c:14]2[c:15]([CH3:40])[cH:16][c:17]([C:20]([CH2:21][CH3:22])([c:23]3[cH:24][c:25]([CH3:37])[c:26]([CH2:29][CH2:30][CH:31]([C:32]([CH3:33])([CH3:34])[CH3:35])[OH:36])[cH:27][cH:28]3)[CH2:38][CH3:39])[cH:18][cH:19]2)[cH:12][cH:13]1)=[O:41].[CH3:43][OH:44].[ClH:42].[Na+:2].[OH-:1]>>[O:4]=[C:5]([CH:6]([OH:7])[c:8]1[cH:9][cH:10][c:11](-[c:14]2[c:15]([CH3:40])[cH:16][c:17]([C:20]([CH2:21][CH3:22])([c:23]3[cH:24][c:25]([CH3:37])[c:26]([CH2:29][CH2:30][CH:31]([C:32]([CH3:33])([CH3:34])[CH3:35])[OH:36])[cH:27][cH:28]3)[CH2:38][CH3:39])[cH:18][cH:19]2)[cH:12][cH:13]1)[OH:41]. Starting materials: CCOC(C)=O, O=C(O)C1CCN(c2ncccc2[N+](=O)[O-])CC1, Cl[Sn]Cl. Yields the product Nc1cccnc1N1CCC(C(=O)O)CC1. RXN SMILES: [CH3:22][CH2:23][O:24][C:25](=[O:26])[CH3:27].[N+:1]([O-:2])(=[O:3])[c:4]1[c:5]([N:10]2[CH2:11][CH2:12][CH:13]([C:16](=[O:17])[OH:18])[CH2:14][CH2:15]2)[n:6][cH:7][cH:8][cH:9]1.[Sn:19]([Cl:20])[Cl:21]>>[NH2:1][c:4]1[c:5]([N:10]2[CH2:11][CH2:12][CH:13]([C:16](=[O:17])[OH:18])[CH2:14][CH2:15]2)[n:6][cH:7][cH:8][cH:9]1. The reactants are Brc1cn[nH]c1, CN(C)c1ccncc1, O, ClC(c1ccccc1)(c1ccccc1)c1ccccc1, c1ccncc1. Product: Brc1cnn(C(c2ccccc2)(c2ccccc2)c2ccccc2)c1. RXN SMILES: [Br:1][c:2]1[cH:3][n:4][nH:5][cH:6]1.[CH3:33][N:34]([CH3:35])[c:36]1[cH:37][cH:38][n:39][cH:40][cH:41]1.[OH2:42].[c:13]1([C:19]([c:20]2[cH:21][cH:22][cH:23][cH:24][cH:25]2)([c:26]2[cH:27][cH:28][cH:29][cH:30][cH:31]2)[Cl:32])[cH:14][cH:15][cH:16][cH:17][cH:18]1.[cH:7]1[cH:8][cH:9][n:10][cH:11][cH:12]1>>[Br:1][c:2]1[cH:3][n:4][n:5]([C:19]([c:13]2[cH:14][cH:15][cH:16][cH:17][cH:18]2)([c:20]2[cH:21][cH:22][cH:23][cH:24][cH:25]2)[c:26]2[cH:27][cH:28][cH:29][cH:30][cH:31]2)[cH:6]1.